From a dataset of the Open Reaction Database (ORD), a public repository of structured organic reaction records. describe an organic reaction: reactants, conditions, products, and yield Procedure details: A solution of (R)-tert-butyl 1-(4-fluorophenyl)-4a-(thiazole-2-carbonyl)-4a,5,7,8-tetrahydro-1H-pyrazolo[3,4-g]isoquinoline-6(4H)-carboxylate (1.0 g, 1.561 mmol) in 20% trifluoroacetic acid/dichloromethane (100 mL) was stirred at room temperature for 30 minutes. The solvent was removed in vacuo then the crude residue azeotroped twice with toluene to give (R)-(1-(4-fluorophenyl)-4,4a,5,6,7,8-hexahydro-1H-pyrazolo[3,4-g]isoquinolin-4a-yl)(thiazol-2-yl)methanone trifluoroacetate as an orange solid ... Reaction SMILES: [F:1][C:2]1[CH:7]=[CH:6][C:5]([N:8]2[C:12]3[CH:13]=[C:14]4[C@:19]([C:21]([C:23]5[S:24][CH:25]=[CH:26][N:27]=5)=[O:22])([CH2:20][C:11]=3[CH:10]=[N:9]2)[CH2:18][N:17](C(OC(C)(C)C)=O)[CH2:16][CH2:15]4)=[CH:4][CH:3]=1.[F:35][C:36]([F:41])([F:40])[C:37]([OH:39])=[O:38].ClCCl>>[F:35][C:36]([F:41])([F:40])[C:37]([OH:39])=[O:38].[F:1][C:2]1[CH:3]=[CH:4][C:5]([N:8]2[C:12]3[CH:13]=[C:14]4[C@:19]([C:21]([C:23]5[S:24][CH:25]=[CH:26][N:27]=5)=[O:22])([CH2:20][C:11]=3[CH:10]=[N:9]2)[CH2:18][NH:17][CH2:16][CH2:15]4)=[CH:6][CH:7]=1 |f:1.2,3.4|. Starting materials: FC1=CC=C(C=C1)N1N=CC2=C1C=C1CCN(C[C@]1(C2)C(=O)C=2SC=CN2)C(=O)OC(C)(C)C ((R)-tert-butyl 1-(4-fluorophenyl)-4a-(thiazole-2-carbonyl)-4a,5,7,8-tetrahydro-1H-pyrazolo[3,4-g]isoquinoline-6(4H)-carboxylate), FC(C(=O)O)(F)F.ClCCl (trifluoroacetic acid dichloromethane). Product: FC(C(=O)O)(F)F.FC1=CC=C(C=C1)N1N=CC2=C1C=C1CCNC[C@]1(C2)C(=O)C=2SC=CN2 ((R)-(1-(4-fluorophenyl)-4,4a,5,6,7,8-hexahydro-1H-pyrazolo[3,4-g]isoquinolin-4a-yl)(thiazol-2-yl)methanone trifluoroacetate). The reactants are CC1(c2ccc(Cl)c(C(F)(F)F)c2)CC(CO[Si](c2ccccc2)(c2ccccc2)C(C)(C)C)CCC1O, CCOCC, ClCCl, O=[Cr](=O)([O-])Cl, c1cc[nH+]cc1. Product: CC1(c2ccc(Cl)c(C(F)(F)F)c2)CC(CO[Si](c2ccccc2)(c2ccccc2)C(C)(C)C)CCC1=O. As a reaction SMILES: [C:1]([CH3:2])([CH3:3])([CH3:4])[Si:5]([O:6][CH2:7][CH:8]1[CH2:9][C:10]([CH3:15])([c:16]2[cH:17][c:18]([C:23]([F:24])([F:25])[F:26])[c:19]([Cl:22])[cH:20][cH:21]2)[CH:11]([OH:14])[CH2:12][CH2:13]1)([c:27]1[cH:28][cH:29][cH:30][cH:31][cH:32]1)[c:33]1[cH:34][cH:35][cH:36][cH:37][cH:38]1.[CH3:53][CH2:54][O:55][CH2:56][CH3:57].[Cl:50][CH2:51][Cl:52].[O:39]=[Cr:40]([Cl:41])([O-:42])=[O:43].[nH+:44]1[cH:45][cH:46][cH:47][cH:48][cH:49]1>>[C:1]([CH3:2])([CH3:3])([CH3:4])[Si:5]([O:6][CH2:7][CH:8]1[CH2:9][C:10]([CH3:15])([c:16]2[cH:17][c:18]([C:23]([F:24])([F:25])[F:26])[c:19]([Cl:22])[cH:20][cH:21]2)[C:11](=[O:14])[CH2:12][CH2:13]1)([c:27]1[cH:28][cH:29][cH:30][cH:31][cH:32]1)[c:33]1[cH:34][cH:35][cH:36][cH:37][cH:38]1. Reactants: S(=O)(=O)(C)O (MsOH), FC1=C(C=C(C=C1OC)C)SCC(CC(=O)OC)=O (methyl 4-((2-fluoro-3-methoxy-5-methylphenyl)sulfanyl)-3-oxobutanoate), ice water. Conditions: temperature 0 celsius, time 10 minute. Yields the product COC(CC1=CSC2=C1C(=CC(=C2F)OC)C)=O (Methyl(7-fluoro-6-methoxy-4-methyl-1-benzothiophen-3-yl)acetate). Yield: 96.7%. Reaction SMILES: S(O)(C)(=O)=O.[F:6][C:7]1[C:12]([O:13][CH3:14])=[CH:11][C:10]([CH3:15])=[CH:9][C:8]=1[S:16][CH2:17][C:18](=O)[CH2:19][C:20]([O:22][CH3:23])=[O:21]>>[CH3:23][O:22][C:20](=[O:21])[CH2:19][C:18]1[C:9]2[C:10]([CH3:15])=[CH:11][C:12]([O:13][CH3:14])=[C:7]([F:6])[C:8]=2[S:16][CH:17]=1. Reported procedure: MsOH (3.0 mL) was added to methyl 4-((2-fluoro-3-methoxy-5-methylphenyl)sulfanyl)-3-oxobutanoate (330 mg) at 0° C. After stirring at 0° C. for 10 min, the mixture was poured into ice water at 0° C. and extracted with EtOAc. The organic layer was separated, washed successively with saturated aqueous NaHCO3 and brine, dried over MgSO4 and concentrated in vacuo. The residue was purified by silica gel column chromatography (EtOAc/hexane) to give the title compound (299 mg). The reactants are C(C)OC(C(CCC1=CC=C(C=C1)B(O)O)(S(=O)(=O)C)C)=O ({4-[4-ethoxy-3-methyl-3-(methylsulfonyl)-4-oxobutyl]phenyl}boronic acid), C1(=CC=CC=C1)O (phenol), N1=CC=CC=C1 (pyridine). Reagents/catalysts: C(C)(=O)[O-].[Cu+2].C(C)(=O)[O-] (copper (II) acetate). Run in C(Cl)Cl (methylene chloride). Conditions: time 2 day. Yields the product CC(C(=O)OCC)(CCC1=CC=C(C=C1)OC1=CC=CC=C1)S(=O)(=O)C (ethyl 2-methyl-2-(methylsulfonyl)-4-(4-phenoxyphenyl)butanoate). As a reaction SMILES: [CH2:1]([O:3][C:4](=[O:22])[C:5]([CH3:21])([S:17]([CH3:20])(=[O:19])=[O:18])[CH2:6][CH2:7][C:8]1[CH:13]=[CH:12][C:11](B(O)O)=[CH:10][CH:9]=1)[CH3:2].[C:23]1([OH:29])[CH:28]=[CH:27][CH:26]=[CH:25][CH:24]=1.N1C=CC=CC=1>C(Cl)Cl.C([O-])(=O)C.[Cu+2].C([O-])(=O)C>[CH3:21][C:5]([S:17]([CH3:20])(=[O:19])=[O:18])([CH2:6][CH2:7][C:8]1[CH:13]=[CH:12][C:11]([O:29][C:23]2[CH:28]=[CH:27][CH:26]=[CH:25][CH:24]=2)=[CH:10][CH:9]=1)[C:4]([O:3][CH2:1][CH3:2])=[O:22] |f:4.5.6|. Procedure: To a solution of {4-[4-ethoxy-3-methyl-3-(methylsulfonyl)-4-oxobutyl]phenyl}boronic acid (599 mg, 1.83 mmol) in methylene chloride (3 mL) was added phenol (86 mg, 0.91 mmol), pyridine (148 uL, 1.83 mmol) and copper (II) acetate (157 mg, 0.866 mmol). The mixture was stirred at ambient temperature under open atmosphere for 2 days. Silica gel was added and the mixture was concentrated to dryness and purified via silica gel chromatography eluting with ethyl acetate/heptanes to afford ethyl 2-methyl-... The reactants are BrC1=C(C=CC=C1)O (2-bromophenol), CS(=O)(=O)OC1CN(CC1)C (1-methylpyrrolidin-3-yl methanesulphonate), Example 134 ( b ). Product: BrC1=C(OC2CN(CC2)C)C=CC=C1 (3-(2-Bromophenoxy)-1-methylpyrrolidine). As a reaction SMILES: [Br:1][C:2]1[CH:7]=[CH:6][CH:5]=[CH:4][C:3]=1[OH:8].CS(O[CH:14]1[CH2:18][CH2:17][N:16]([CH3:19])[CH2:15]1)(=O)=O>>[Br:1][C:2]1[CH:7]=[CH:6][CH:5]=[CH:4][C:3]=1[O:8][CH:14]1[CH2:18][CH2:17][N:16]([CH3:19])[CH2:15]1. Procedure details: The title compound was prepared from 2-bromophenol and 1-methylpyrrolidin-3-yl methanesulphonate in a similar manner to Example 134 (b) except that the compound was purified by cation exchange chromatography eluting with ammonia/methanol mixtures. Starting materials: C1(CC1)COC1=C(C=CC(=N1)C(=O)O)C1COCC1 (6-(cyclopropylmethoxy)-5-(tetrahydrofuran-3-yl)-pyridine-2-carboxylic acid), C1(CC1)COC1=C(C=CC(=N1)C(=O)O)C1OCCC1 (6-(cyclopropylmethoxy)-5-(tetrahydrofuran-2-yl)-pyridine-2-carboxylic acid), NC(CO)(C)C (2-amino-2-methyl-1-propanol). Yields the product OCC(C)(C)NC(=O)C1=NC(=C(C=C1)C1COCC1)OCC1CC1 (6-Cyclopropylmethoxy-5-(tetrahydro-furan-3-yl)-pyridine-2-carboxylic acid (2-hydroxy-1,1-dimethyl-ethyl)-amide). RXN SMILES: [CH:1]1([CH2:4][O:5][C:6]2[N:11]=[C:10]([C:12]([OH:14])=O)[CH:9]=[CH:8][C:7]=2[CH:15]2[CH2:19][CH2:18][O:17][CH2:16]2)[CH2:3][CH2:2]1.C1(COC2N=C(C(O)=O)C=CC=2C2CCCO2)CC1.[NH2:39][C:40]([CH3:44])([CH3:43])[CH2:41][OH:42]>>[OH:42][CH2:41][C:40]([NH:39][C:12]([C:10]1[CH:9]=[CH:8][C:7]([CH:15]2[CH2:19][CH2:18][O:17][CH2:16]2)=[C:6]([O:5][CH2:4][CH:1]2[CH2:2][CH2:3]2)[N:11]=1)=[O:14])([CH3:44])[CH3:43]. Reported procedure: The title compound was synthesized in analogy to Example 1, using the mixture of 6-(cyclopropylmethoxy)-5-(tetrahydrofuran-3-yl)-pyridine-2-carboxylic acid and 6-(cyclopropylmethoxy)-5-(tetrahydrofuran-2-yl)-pyridine-2-carboxylic acid (mixture from Example 114 d), and 2-amino-2-methyl-1-propanol (CAN 124-68-5) as starting materials, MS (EI): m/e=335.1 [M+H]+.